Dataset: the Open Reaction Database (ORD), a public repository of structured organic reaction records. Task: describe an organic reaction: reactants, conditions, products, and yield The reactants are OC1=CC=C(C=C1)C=CC1=CC=C(C=C1)[N+](=O)[O-] (4-hydroxy-4'-nitrostilbene), C([O-])([O-])=O.[K+].[K+] (potassium carbonate), CC1(OCC(O1)COS(=O)(=O)C1=CC=C(C=C1)C)C (2,2-dimethyl-4-(4-methyl phenyl sulphonyloxymethyl)-1,3-dioxolane), [N+](=O)([O-])C1=CC=C(C=CC2=CC=CC=C2)C=C1 (4'nitrostilbene). The solvent is O (water), CN(C=O)C (dimethyl formamide). Product: CC1(OCC(O1)CC1=CC=C(C=C1)C=CC1=CC=C(C=C1)[N+](=O)[O-])C (4-((2,2-dimethyl-1,3-dioxa-4-cyclopentyl)methyl)-4'-nitrostilbene). Reaction SMILES: O[C:2]1[CH:7]=[CH:6][C:5]([CH:8]=[CH:9][C:10]2[CH:15]=[CH:14][C:13]([N+:16]([O-:18])=[O:17])=[CH:12][CH:11]=2)=[CH:4][CH:3]=1.C(=O)([O-])[O-].[K+].[K+].[CH3:25][C:26]1([CH3:43])[O:30][CH:29]([CH2:31]OS(C2C=CC(C)=CC=2)(=O)=O)[CH2:28][O:27]1.[N+](C1C=CC(C=CC2C=CC=CC=2)=CC=1)([O-])=O>O.CN(C)C=O>[CH3:25][C:26]1([CH3:43])[O:30][CH:29]([CH2:31][C:2]2[CH:7]=[CH:6][C:5]([CH:8]=[CH:9][C:10]3[CH:15]=[CH:14][C:13]([N+:16]([O-:18])=[O:17])=[CH:12][CH:11]=3)=[CH:4][CH:3]=2)[CH2:28][O:27]1 |f:1.2.3|. Procedure: A mixture of 120.5 g of 4-hydroxy-4'-nitrostilbene, 69 g of anhydrous potassium carbonate, 143 g of 2,2-dimethyl-4-(4-methyl phenyl sulphonyloxymethyl)-1,3-dioxolane, prepared in accordance with the specification of K. Freudenberg and H. Hess in Liebigs Annalen der Chemie Vol. 448 (1926), p. 121, and 1 l of dimethyl formamide (DMF) was boiled for 30 minutes with refluxing. After cooling the reaction mixture was poured, with vigorous stirring, into 5 l of water. The precipitated crystals were fil... Reactants: N (ammonia), COC(=O)C1=NN(C(=N1)CCl)C1=C(C=C(C=C1)Cl)C(C1=CC=CC=C1)=O (1-(2-benzoyl-4-chlorophenyl)-5-(chloromethyl)-1H-1,2,4-triazole-3-carboxylic acid methyl ester). Solvent: CO (methanol). Yields the product C(C1=CC=CC=C1)(=O)C1=C(C=CC(=C1)Cl)N1N=C(N=C1CCl)C(=O)N (1-(2-benzoyl-4-chlorophenyl)-5-(chloromethyl)-1H-1,2,4-triazole-3-carboxamide). Reaction SMILES: [NH3:1].C[O:3][C:4]([C:6]1[N:10]=[C:9]([CH2:11][Cl:12])[N:8]([C:13]2[CH:18]=[CH:17][C:16]([Cl:19])=[CH:15][C:14]=2[C:20](=[O:27])[C:21]2[CH:26]=[CH:25][CH:24]=[CH:23][CH:22]=2)[N:7]=1)=O>CO>[C:20]([C:14]1[CH:15]=[C:16]([Cl:19])[CH:17]=[CH:18][C:13]=1[N:8]1[C:9]([CH2:11][Cl:12])=[N:10][C:6]([C:4]([NH2:1])=[O:3])=[N:7]1)(=[O:27])[C:21]1[CH:26]=[CH:25][CH:24]=[CH:23][CH:22]=1. Reported procedure: 30 ml of concentrated aqueous ammonia solution is added dropwise at 30° in the course of 5 minutes, with stirring, to the suspension of 6.0 g (0.015 mole) of 1-(2-benzoyl-4-chlorophenyl)-5-(chloromethyl)-1H-1,2,4-triazole-3-carboxylic acid methyl ester in 220 ml of methanol. There has formed after 4 hours a clear reaction solution, and a short time later a crystalline product commences to precipitate. Stirring is maintained for one hour at room temperature and for one hour at 0°-5°. The formed c... Reactants: C(C)(C)(C)OC(=O)N[C@H]1[C@@H](OC2=C(NC1=O)C=CC=C2)C ((2S,3S)-3-t-butyloxycarbonylamino-2-methyl-2,3-dihydro-1,5-benzoxazepin-4(5H)-one), FC(C(=O)O)(F)F.ClCCl.O1CCCC1 (trifluoroacetic acid dichloromethane tetrahydrofuran). The product is FC(C(=O)O)(F)F.N[C@H]1[C@@H](OC2=C(NC1=O)C=CC=C2)C ((2S,3S)-3-amino-2-methyl-2,3-dihydro-1,5-benzoxazepin-4(5H)-one trifluoroacetate salt). As a reaction SMILES: C(OC([NH:8][C@@H:9]1[C:15](=[O:16])[NH:14][C:13]2[CH:17]=[CH:18][CH:19]=[CH:20][C:12]=2[O:11][C@H:10]1[CH3:21])=O)(C)(C)C.[F:22][C:23]([F:28])([F:27])[C:24]([OH:26])=[O:25].ClCCl.O1CCCC1>>[F:22][C:23]([F:28])([F:27])[C:24]([OH:26])=[O:25].[NH2:8][C@@H:9]1[C:15](=[O:16])[NH:14][C:13]2[CH:17]=[CH:18][CH:19]=[CH:20][C:12]=2[O:11][C@H:10]1[CH3:21] |f:1.2.3,4.5|. Reported procedure: (2S,3S)-3-amino-2-methyl-2,3-dihydro-1,5-benzoxazepin-4(5H)-one trifluoroacetate salt was prepared from (2S,3S)-3-t-butyloxycarbonylamino-2-methyl-2,3-dihydro-1,5-benzoxazepin-4(5H)-one (Rob, et al., Bioorg. & Med. Chem. Lett. 1994, 4, 1789–1794) by treatment with a solution of trifluoroacetic acid-dichloromethane-tetrahydrofuran (1:10:10) at room temperature, followed by solvent evaporation and coevaporation with tetrahydrofuran under vacuum. Product: C(C)OC1=CC(=C(C=C1)NC(=O)C1=CNC=C1)[N+](=O)[O-] (N-(4-Ethoxy-2-nitrophenyl)-3-pyrrolecarboxamide). Reported procedure: The title compound was prepared from pyrrole-3-carboxylic acid and 4-ethoxy-2-nitroaniline as a yellow solid as described in Example 15. 1H NMR (CDCl3): 10.82 (s, 1H), 8.88 (d, J=9.3, 1H), 8.65 (s, 1H), 7.70 (d, J=3.0, 1H), 7.54-7.52 (m, 1H), 7.28-7.24 (m, 1H), 6.87-6.85 (m, 1H), 6.71-6.69 (m, 1H), 4.08 (q, J=6.9, 2H), 1.45 (t, J=6.9, 3H). As a reaction SMILES: [NH:1]1[CH:5]=[CH:4][C:3]([C:6]([OH:8])=O)=[CH:2]1.[CH2:9]([O:11][C:12]1[CH:18]=[CH:17][C:15]([NH2:16])=[C:14]([N+:19]([O-:21])=[O:20])[CH:13]=1)[CH3:10]>>[CH2:9]([O:11][C:12]1[CH:18]=[CH:17][C:15]([NH:16][C:6]([C:3]2[CH:4]=[CH:5][NH:1][CH:2]=2)=[O:8])=[C:14]([N+:19]([O-:21])=[O:20])[CH:13]=1)[CH3:10]. Reactants: N1C=C(C=C1)C(=O)O (pyrrole-3-carboxylic acid), C(C)OC1=CC(=C(N)C=C1)[N+](=O)[O-] (4-ethoxy-2-nitroaniline). Reactants: O(C1=CC=CC=C1)C=1C=C(C(=O)N[C@@H](CC2=CC=CC=C2)C(=O)N2[C@H](CO)CCC2)C=CC1 (N-(N-(3-phenoxybenzoyl)-L-phenylalanyl)-L-prolinol), C(C)(=O)OC(C)=O (acetic anhydride), CS(=O)C (DMSO). Run in O (water). Reaction conditions: time 22 hour. Yields the product O(C1=CC=CC=C1)C=1C=C(C(=O)N[C@@H](CC2=CC=CC=C2)C(=O)N2[C@H](C=O)CCC2)C=CC1 (N-(N-(3-Phenoxybenzoyl)-L-phenylalanyl)-L-prolinal). The yield is 39.7%. As a reaction SMILES: [O:1]([C:8]1[CH:9]=[C:10]([CH:31]=[CH:32][CH:33]=1)[C:11]([NH:13][C@H:14]([C:22]([N:24]1[CH2:30][CH2:29][CH2:28][C@H:25]1[CH2:26][OH:27])=[O:23])[CH2:15][C:16]1[CH:21]=[CH:20][CH:19]=[CH:18][CH:17]=1)=[O:12])[C:2]1[CH:7]=[CH:6][CH:5]=[CH:4][CH:3]=1.C(OC(=O)C)(=O)C.CS(C)=O>O>[O:1]([C:8]1[CH:9]=[C:10]([CH:31]=[CH:32][CH:33]=1)[C:11]([NH:13][C@H:14]([C:22]([N:24]1[CH2:30][CH2:29][CH2:28][C@H:25]1[CH:26]=[O:27])=[O:23])[CH2:15][C:16]1[CH:21]=[CH:20][CH:19]=[CH:18][CH:17]=1)=[O:12])[C:2]1[CH:3]=[CH:4][CH:5]=[CH:6][CH:7]=1. Procedure details: To 216.4 mg of N-(N-(3-phenoxybenzoyl)-L-phenylalanyl)-L-prolinol were added 0.92 ml of acetic anhydride and 2.6 ml of DMSO. The mixture was stirred at room temperature for 22 hours. Then 40 ml of water was added to the reaction mixture. After stirring for an hour, the mixture was extracted 3 times with 20 ml each of dichloromethane. The oily layer was dried over anhydrous sodium sulfate and the solvent was distilled off to give 248.7 mg of an oily substance. The oily substance was purified by c... Starting materials: CN[C@@H]1C[C@H]2O[C@@](C)([C@@H]1OC)n1c3ccccc3c3c4c(c5c6ccccc6n2c5c31)C(=O)NC4 (staurosporine), Cc1nc(C=O)n(C)c1C. Reagents/catalysts: CC(C)[O-].CC(C)[O-].CC(C)[O-].CC(C)[O-].[Ti+4] (Ti(OiPr)4), CC(=O)O (acetic acid), CC(=O)O[BH-](OC(C)=O)OC(C)=O.[Na+] (Sodium triacetoxyborohydride). Solvent: CN1CCCC1=O (NMP), CN1CCCC1=O (NMP), CN1CCCC1=O (NMP), CN1CCCC1=O (NMP), CN1CCCC1=O (NMP), CN1CCCC1=O (NMP), CN1CCCC1=O (NMP). Conditions: temperature 22 celsius, time 18 hour. Product: CO[C@@H]1[C@@H](C[C@H]2O[C@]1(C)n3c4ccccc4c5c6CNC(=O)c6c7c8ccccc8n2c7c35)N(C)Cc9nc(C)c(C)n9C, CN[C@@H]1C[C@H]2O[C@@](C)([C@@H]1OC)n1c3ccccc3c3c4c(c5c6ccccc6n2c5c31)C(=O)NC4 (Staurosporine), Cc1nc(C=O)n(C)c1C.